From a dataset of the Open Reaction Database (ORD), a public repository of structured organic reaction records. describe an organic reaction: reactants, conditions, products, and yield Reaction SMILES: [O:1]=[C:2]([C:4](=[O:6])[OH:5])[OH:3].O.COC[C@H]1O[C@@H](O[C@H]2[C@H](OC)[C@@H](OC)[C@H](O[C@H]3[C@H](OC)[C@@H](OC)[C@H](OC)O[C@@H]3COC)O[C@@H]2COC)[C@H](OC)[C@@H](OC)[C@@H]1OC>CS(C)=O>[OH2:1].[C:4]([OH:6])(=[O:5])[C:2]([OH:3])=[O:1].[C:4]([OH:6])(=[O:5])[C:2]([OH:3])=[O:1] |f:4.5.6|. Reported procedure: Triethylamine (0.182 ml, 1.3 mmol) was added dropwise to a stirred solution of (S)-2-[5-(2-oxo-1,3-oxazolidin-4-ylmethyl)-1H-indol-3-yl]ethyl alcohol (0.20 g, 0.77 mmol), in anhydrous THF (12 ml). The solution was cooled to 0° C. and methane sulphonyl chloride (0.095 ml, 1.2 mmol) added dropwise. The mixture was warmed to room temperature and stirred for 1 h before filtering and evaporating the filtrate in vacuo. The residue was taken up into dichloromethane (50 ml), washed with water (×2) and d... Product: O.C(C(=O)O)(=O)O.C(C(=O)O)(=O)O (hydrogen oxalate hemihydrate). Run in CS(=O)C (DMSO). Reactants: O=C(O)C(O)=O (C2H2O4), D6, O (H2O), COC[C@@H]1[C@H]([C@@H]([C@H]([C@@H](O1)O[C@@H]2[C@H](O[C@H]([C@@H]([C@H]2OC)OC)O[C@@H]3[C@H](O[C@H]([C@@H]([C@H]3OC)OC)OC)COC)COC)OC)OC)OC (e461). Starting materials: FC1=C(C=CC(=C1)F)[C@H](C1=CC=C(C=C1)P(OCC)(=O)C)N[S@@](=O)C(C)(C)C (Ethyl 4-((S)-(2,4-difluorophenyl)((S)-1,1-dimethylethylsulfinamido)methyl)phenyl(methyl)phosphinate), FC1=C(C=CC(=C1)F)[C@H](C1=CC=C(C=C1)P(OCC)(=O)C)N[S@@](=O)C(C)(C)C (Ethyl 4-((S)-(2,4-difluorophenyl)((S)-1,1-dimethylethylsulfinamido)methyl)phenyl(methyl)phosphinate), Cl.O1CCOCC1 (HCl dioxane). Conditions: time 1 hour. Product: Cl.N[C@@H](C1=CC=C(C=C1)P(OCC)(=O)C)C1=C(C=C(C=C1)F)F (Ethyl 4-((S)-amino(2,4-difluorophenyl)methyl)phenyl(methyl)phosphinate hydrochloride). Reaction SMILES: [F:1][C:2]1[CH:7]=[C:6]([F:8])[CH:5]=[CH:4][C:3]=1[C@@H:9]([NH:22][S@](C(C)(C)C)=O)[C:10]1[CH:15]=[CH:14][C:13]([P:16]([CH3:21])(=[O:20])[O:17][CH2:18][CH3:19])=[CH:12][CH:11]=1.[ClH:29].O1CCOCC1>>[ClH:29].[NH2:22][C@H:9]([C:3]1[CH:4]=[CH:5][C:6]([F:8])=[CH:7][C:2]=1[F:1])[C:10]1[CH:11]=[CH:12][C:13]([P:16]([CH3:21])(=[O:20])[O:17][CH2:18][CH3:19])=[CH:14][CH:15]=1 |f:1.2,3.4|. Procedure details: Ethyl 4-((S)-(2,4-difluorophenyl)((S)-1,1-dimethylethylsulfinamido)methyl)phenyl(methyl)phosphinate, 21-c, (950 mg, 2.2 mmol) was dissolved in HCl/dioxane (5 ml) and the mixture was stirred at room temperature for 1 h. Then it was concentrated under vacuum and the residue was washed with ethyl acetate to provide the product, 21-d, (700 mg, 88%). The reactants are C(C1=CC=CC=C1)OC(=O)N1C[C@H](N(CC1)C1=CC2=C(C3=NC(=CN3CCO2)C=2N(N=CN2)CC(F)(F)F)C=C1)C(N)=O ((S)-3-carbamoyl-4-{2-[2-(2,2,2-trifluoro-ethyl)-2H-[1,2,4]triazol-3-yl]-4,5-dihydro-6-oxa-1,3a-diaza-benzo[e]azulen-8-yl}-piperazine-1-carboxylic acid benzyl ester). Reagents/catalysts: [Pd] (Pd/C). Run in IMS. Reaction conditions: time 64 hour. The product is FC(CN1N=CN=C1C=1N=C2N(CCOC3=C2C=CC(=C3)N3[C@@H](CNCC3)C(=O)N)C1)(F)F ((2S)-1-(2-(1-(2,2,2-trifluoroethyl)-1H-1,2,4-triazol-5-yl)-5,6-dihydrobenzo[f]imidazo[1,2-d][1,4]oxazepin-9-yl)piperazine-2-carboxamide). The yield is 21.5%. Reaction SMILES: C(OC([N:11]1[CH2:16][CH2:15][N:14]([C:17]2[CH:40]=[CH:39][C:20]3[C:21]4[N:25]([CH2:26][CH2:27][O:28][C:19]=3[CH:18]=2)[CH:24]=[C:23]([C:29]2[N:30]([CH2:34][C:35]([F:38])([F:37])[F:36])[N:31]=[CH:32][N:33]=2)[N:22]=4)[C@H:13]([C:41](=[O:43])[NH2:42])[CH2:12]1)=O)C1C=CC=CC=1>[Pd]>[F:37][C:35]([F:36])([F:38])[CH2:34][N:30]1[C:29]([C:23]2[N:22]=[C:21]3[C:20]4[CH:39]=[CH:40][C:17]([N:14]5[CH2:15][CH2:16][NH:11][CH2:12][C@H:13]5[C:41]([NH2:42])=[O:43])=[CH:18][C:19]=4[O:28][CH2:27][CH2:26][N:25]3[CH:24]=2)=[N:33][CH:32]=[N:31]1. Procedure: A mixture of (S)-3-carbamoyl-4-{2-[2-(2,2,2-trifluoro-ethyl)-2H-[1,2,4]triazol-3-yl]-4,5-dihydro-6-oxa-1,3a-diaza-benzo[e]azulen-8-yl}-piperazine-1-carboxylic acid benzyl ester (0.03 g) and 10% Pd/C (0.014 g) in IMS (5 mL) was stirred under an atmosphere of hydrogen at RT for 64 h. The reaction mixture was filtered through Celite® and the filtrate concentrated in vacuo. The resultant residue was subjected to flash chromatography (SiO2, gradient 0 to 20% methanol in DCM) to give 543 (0.005 g, 20%... Starting materials: ClC1=CC=C(C=C1)NN (4-chlorophenyl hydrazine), Cl (HCl), C1(=CC=CC=C1)NN (phenyl hydrazine). Product: ClC1=CC=C(C=C1)N1N=C(C=C1)C (1-(4′-chlorophenyl)-3-methyl-1H-pyrazole). As a reaction SMILES: [Cl:1][C:2]1[CH:7]=[CH:6][C:5]([NH:8][NH2:9])=[CH:4][CH:3]=1.Cl.[C:11]1(NN)[CH:16]=CC=[CH:13][CH:12]=1>>[Cl:1][C:2]1[CH:7]=[CH:6][C:5]([N:8]2[CH:16]=[CH:11][C:12]([CH3:13])=[N:9]2)=[CH:4][CH:3]=1. Reported procedure: This compound was prepared by the same methodology described for EXAMPLE 1 with 4-chlorophenyl hydrazine.HCl substituted for phenyl hydrazine. There was obtained 1-(4′-chlorophenyl)-3-methyl-1H-pyrazole-5-[(2′-aminosulfonyl-[1,1′]-biphen-4-yl)carboxyamide; HRMS (M+H)+: calc. 467.094465; found 467.093532. As a reaction SMILES: [Cl-].[NH4+].C(O)C.O.[N+:7]([C:10]1[CH:11]=[C:12]([CH:25]=[CH:26][CH:27]=1)[O:13][C:14]1[C:15]2[C:22]([CH3:23])=[C:21]([CH3:24])[NH:20][C:16]=2[N:17]=[CH:18][N:19]=1)([O-])=O>[Fe].C(OCC)(=O)C.O1CCCC1>[NH2:7][C:10]1[CH:11]=[C:12]([CH:25]=[CH:26][CH:27]=1)[O:13][C:14]1[C:15]2[C:22]([CH3:23])=[C:21]([CH3:24])[NH:20][C:16]=2[N:17]=[CH:18][N:19]=1 |f:0.1|. The reactants are [Cl-].[NH4+] (ammonium chloride), C(C)O (ethanol), O (water), [N+](=O)([O-])C=1C=C(OC=2C3=C(N=CN2)NC(=C3C)C)C=CC1 (4-(3-nitrophenoxy)-5,6-dimethyl-7H-pyrrolo[2,3-d]-pyrimidine). Reaction conditions: temperature 85 celsius, time 3 hour. Yields the product NC=1C=C(OC=2C3=C(N=CN2)NC(=C3C)C)C=CC1 (4-(3-Aminophenoxy)-5,6-dimethyl-7H-pyrrolo[2,3-d]-pyrimidine). Isolated yield 37.6%. Procedure: After adding iron powder (0.12 g), ammonium chloride (0.24 g), ethanol (5 ml) and water (1 ml) to the 4-(3-nitrophenoxy)-5,6-dimethyl-7H-pyrrolo[2,3-d]-pyrimidine (110 mg) synthesized by the intermediate synthesis method described above, the mixture was stirred at 80-90° C. for 3 hours. After returning the reaction system to room temperature and adding tetrahydrofuran (3 ml) and ethyl acetate (3 ml), the mixture was filtered with celite, the filtrate was subjected to liquid separation and extrac... Reagents/catalysts: [Fe] (iron). Solvent: C(C)(=O)OCC (ethyl acetate), O1CCCC1 (tetrahydrofuran). Reactants: CCCc1nc(CCl)cs1, CCO, Cl, [Na+], [Na+], O=C([O-])[O-], c1ccc(N2CCNCC2)cc1. Yields the product CCCc1nc(CN2CCN(c3ccccc3)CC2)cs1. RXN SMILES: [CH2:2]([CH2:3][CH3:4])[c:5]1[s:6][cH:7][c:8]([CH2:10][Cl:11])[n:9]1.[CH3:30][CH2:31][OH:32].[ClH:1].[Na+:24].[Na+:25].[O-:26][C:27](=[O:28])[O-:29].[c:12]1([N:18]2[CH2:19][CH2:20][NH:21][CH2:22][CH2:23]2)[cH:13][cH:14][cH:15][cH:16][cH:17]1>>[CH2:2]([CH2:3][CH3:4])[c:5]1[s:6][cH:7][c:8]([CH2:10][N:21]2[CH2:20][CH2:19][N:18]([c:12]3[cH:13][cH:14][cH:15][cH:16][cH:17]3)[CH2:23][CH2:22]2)[n:9]1. Starting materials: Cc1ccccc1, CNc1cnc2ccc(Cl)cc2c1-c1ccccc1, O=C=Nc1ccc(F)cc1F. Reaction SMILES: [CH3:31][c:32]1[cH:33][cH:34][cH:35][cH:36][cH:37]1.[Cl:1][c:2]1[cH:3][c:4]2[c:5](-[c:14]3[cH:15][cH:16][cH:17][cH:18][cH:19]3)[c:6]([NH:12][CH3:13])[cH:7][n:8][c:9]2[cH:10][cH:11]1.[F:20][c:21]1[c:22]([N:28]=[C:29]=[O:30])[cH:23][cH:24][c:25]([F:27])[cH:26]1>>[Cl:1][c:2]1[cH:3][c:4]2[c:5](-[c:14]3[cH:15][cH:16][cH:17][cH:18][cH:19]3)[c:6]([N:12]([CH3:13])[C:29]([NH:28][c:22]3[c:21]([F:20])[cH:26][c:25]([F:27])[cH:24][cH:23]3)=[O:30])[cH:7][n:8][c:9]2[cH:10][cH:11]1. The product is CN(C(=O)Nc1ccc(F)cc1F)c1cnc2ccc(Cl)cc2c1-c1ccccc1.